From a dataset of the Open Reaction Database (ORD), a public repository of structured organic reaction records. describe an organic reaction: reactants, conditions, products, and yield The reactants are N[C@@H](C)C(=O)O (L-alanine), CC1=C(C=CC(=C1)C)S(=O)(=O)O (2,4-dimethylbenzenesulfonic acid). Solvent: C(C)O (ethanol), C(C)O (ethanol). Product: CC1=C(C=CC(=C1)C)S(=O)(=O)O.C(C)OC([C@@H](N)C)=O (L-alanine ethyl ester 2,4-dimethylbenzenesulfonate). Isolated yield 97.9%. Reaction SMILES: [NH2:1][C@H:2]([C:4]([OH:6])=[O:5])[CH3:3].[CH3:7][C:8]1[CH:13]=[C:12]([CH3:14])[CH:11]=[CH:10][C:9]=1[S:15]([OH:18])(=[O:17])=[O:16]>C(O)C>[CH3:7][C:8]1[CH:13]=[C:12]([CH3:14])[CH:11]=[CH:10][C:9]=1[S:15]([OH:18])(=[O:17])=[O:16].[CH2:7]([O:5][C:4](=[O:6])[C@H:2]([CH3:3])[NH2:1])[CH3:8] |f:3.4|. Procedure details: L-alanine (1.50 g, 16.84 mmol) and 2,4-dimethylbenzenesulfonic acid (2,4-DMBS) (3.76 g, 20.20 mmol) were added to ethanol (15 ml), and the mixture was heated overnight at 70 EC to perform esterification. To complete the esterification reaction, the mixture was heated to 90 EC, and ethanol (200 ml) was added over 3.5 hours, while distilling away almost the same amount of ethanol. Thereafter, the solvent was evaporated under reduced pressure, and the residue was dried under reduced pressure. The o...